describe an organic reaction: reactants, conditions, products, and yield From a dataset of the Open Reaction Database (ORD), a public repository of structured organic reaction records. Reactants: COC=1C=C(C(=O)O)C=CC1 (3-methoxybenzoic acid), N1(CCOCC1)CCOC1=CC=C(C2=CC=CC=C12)N (4-(2-morpholin-4-yl-ethoxy)-naphthalen-1-ylamine). Yields the product COC=1C=C(C(=O)NC2=CC=C(C3=CC=CC=C23)OCCN2CCOCC2)C=CC1 (3-Methoxy-N-[4-(2-morpholin-4-ylethoxy)-1-naphthyl]benzamide). RXN SMILES: [CH3:1][O:2][C:3]1[CH:4]=[C:5]([CH:9]=[CH:10][CH:11]=1)[C:6]([OH:8])=O.[N:12]1([CH2:18][CH2:19][O:20][C:21]2[C:30]3[C:25](=[CH:26][CH:27]=[CH:28][CH:29]=3)[C:24]([NH2:31])=[CH:23][CH:22]=2)[CH2:17][CH2:16][O:15][CH2:14][CH2:13]1>>[CH3:1][O:2][C:3]1[CH:4]=[C:5]([CH:9]=[CH:10][CH:11]=1)[C:6]([NH:31][C:24]1[C:25]2[C:30](=[CH:29][CH:28]=[CH:27][CH:26]=2)[C:21]([O:20][CH2:19][CH2:18][N:12]2[CH2:13][CH2:14][O:15][CH2:16][CH2:17]2)=[CH:22][CH:23]=1)=[O:8]. Reported procedure: Compound is prepared from 3-methoxybenzoic acid and 4-(2-morpholin-4-yl-ethoxy)-naphthalen-1-ylamine according to conditions described in general procedure G. Mp: 105-107° C.; 1H NMR (300 MHz, DMSO-d6) δ 2.57 (t, J=4.8 Hz, 4H), 2.88 (t, J=5.7 Hz, 2H), 3.60 (t, J=4.5 Hz, 4H), 3.85 (s, 3H), 4.31 (t, J=5.4 Hz, 2H), 7.02 (d, J=8.1Hz, 1H), 7.17 (dd, J=2.4 and 8.4 Hz, 1H), 7.42-7.68 (m, 5H), 7.85-7.89 (m, 1H), 8.19-8.22 (m, 1H), 10.24 (s, 1H); MS 407 (M+1). Starting materials: C1(CC1)C1=CC(=C(C=C1C1CC1)CO)OC(C)C ((4,5-dicyclopropyl-2-isopropoxyphenyl)methanol). Reagents/catalysts: [O-2].[O-2].[Mn+4] (Manganese dioxide). Run in C1(=CC=CC=C1)C (toluene). Run at temperature 80 celsius, time 1 hour. Yields the product C1(CC1)C1=CC(=C(C=O)C=C1C1CC1)OC(C)C (4,5-Dicyclopropyl-2-isopropoxybenzaldehyde). Yield: 94.3%. RXN SMILES: [CH:1]1([C:4]2[C:9]([CH:10]3[CH2:12][CH2:11]3)=[CH:8][C:7]([CH2:13][OH:14])=[C:6]([O:15][CH:16]([CH3:18])[CH3:17])[CH:5]=2)[CH2:3][CH2:2]1>[O-2].[O-2].[Mn+4].C1(C)C=CC=CC=1>[CH:1]1([C:4]2[C:9]([CH:10]3[CH2:12][CH2:11]3)=[CH:8][C:7]([CH:13]=[O:14])=[C:6]([O:15][CH:16]([CH3:18])[CH3:17])[CH:5]=2)[CH2:3][CH2:2]1 |f:1.2.3|. Procedure: Manganese dioxide (14.7 g) was added at room temperature to a toluene (80 mL) solution of (4,5-dicyclopropyl-2-isopropoxyphenyl)methanol (5.22 g), and the mixture was stirred at 80° C. for 1 hour in a nitrogen atmosphere. The reaction mixture was filtered through celite, and then, the filtrate was concentrated. The obtained residue was purified by silica gel column chromatography (hexane/ethyl acetate) to obtain the title compound (4.88 g). The reactants are CO, COC(=O)c1ncccc1OC, [Na+], [OH-]. The product is COc1cccnc1C(=O)O. As a reaction SMILES: [CH3:15][OH:16].[CH3:3][O:4][c:5]1[c:6]([C:11](=[O:12])[O:13][CH3:14])[n:7][cH:8][cH:9][cH:10]1.[Na+:2].[OH-:1]>>[CH3:3][O:4][c:5]1[c:6]([C:11](=[O:12])[OH:13])[n:7][cH:8][cH:9][cH:10]1. Starting materials: C1(CCCCC1)N1N=C(C=C1C1=CC=C(C=C1)O)/C=C/C(=O)OC (Methyl (2E)-3-[1-cyclohexyl-5-(4-hydroxyphenyl)-1H-pyrazol-3-yl]-2-propenoate), C(C1=CC=CC=C1)OC1=CC=C(C=C1)C1=C(C(=NN1C1CCCCC1)/C=C/C(=O)OC)C1=CC=CC=C1 (Methyl (2E)-3-{5-[4-(benzyloxy)phenyl]-1-cyclohexyl-4-phenyl-1H-pyrazol-3-yl}-2-propenate). Yields the product C1(CCCCC1)N1N=C(C(=C1C1=CC=C(C=C1)O)C1=CC=CC=C1)/C=C/C(=O)OC (Methyl (2E)-3-[1-cyclohexyl-4-phenyl-5-(4-hydroxyphenyl)-1H-pyrazol-3-yl]-2-propenoate). Isolated yield 101.5%. As a reaction SMILES: C1(N2C(C3C=CC(O)=CC=3)=CC(/C=C/C(OC)=O)=N2)CCCCC1.C([O:32][C:33]1[CH:38]=[CH:37][C:36]([C:39]2[N:43]([CH:44]3[CH2:49][CH2:48][CH2:47][CH2:46][CH2:45]3)[N:42]=[C:41](/[CH:50]=[CH:51]/[C:52]([O:54][CH3:55])=[O:53])[C:40]=2[C:56]2[CH:61]=[CH:60][CH:59]=[CH:58][CH:57]=2)=[CH:35][CH:34]=1)C1C=CC=CC=1>>[CH:44]1([N:43]2[C:39]([C:36]3[CH:37]=[CH:38][C:33]([OH:32])=[CH:34][CH:35]=3)=[C:40]([C:56]3[CH:61]=[CH:60][CH:59]=[CH:58][CH:57]=3)[C:41](/[CH:50]=[CH:51]/[C:52]([O:54][CH3:55])=[O:53])=[N:42]2)[CH2:45][CH2:46][CH2:47][CH2:48][CH2:49]1. Procedure: Phenol 8.8 was prepared from 8.6 according to the procedure described above for the preparation phenol 3.1. Thus, 8.6 (60 mg, 0.12 mmol) was debenzylated to yield 49 mg (100%) of 8.8. MS (ESI) 403.3 (MH+), 401.3 (MH−). The reactants are S(=O)(=O)([O-])C1=CC=C(C)C=C1 (tosylate), N[C@H](C(=O)OC1CC2=CC=CC=C2C1)C ((S)-2,3-dihydro-1H-inden-2-yl 2-aminopropanoate), P(OC1=CC=CC2=CC=CC=C12)(=O)(Cl)Cl (naphthalen-1-yl phosphorodichloridate), TEA, C(Cl)Cl (DCM). The product is ClC1=C(C2=CC=CC=C2C=C1)OP(=O)=N[C@H](C(=O)OC1CC2=CC=CC=C2C1)C ((2S)-2,3-dihydro-1H-inden-2-yl 2-(chloro(naphthalen-1-yloxy)phosphorylamino)propanoate). Isolated yield 65.0%. As a reaction SMILES: S(C1C=CC(C)=CC=1)([O-])(=O)=O.[NH2:12][C@@H:13]([CH3:26])[C:14]([O:16][CH:17]1[CH2:25][C:24]2[C:19](=[CH:20][CH:21]=[CH:22][CH:23]=2)[CH2:18]1)=[O:15].[P:27](Cl)(Cl)(=[O:39])[O:28][C:29]1[C:38]2[C:33](=[CH:34][CH:35]=[CH:36][CH:37]=2)[CH:32]=[CH:31][CH:30]=1.C(Cl)[Cl:43]>>[Cl:43][C:30]1[CH:31]=[CH:32][C:33]2[C:38](=[CH:37][CH:36]=[CH:35][CH:34]=2)[C:29]=1[O:28][P:27](=[N:12][C@@H:13]([CH3:26])[C:14]([O:16][CH:17]1[CH2:25][C:24]2[C:19](=[CH:20][CH:21]=[CH:22][CH:23]=2)[CH2:18]1)=[O:15])=[O:39]. Procedure: Using the general procedure for synthesizing naphthyl (aminoacid ester) phosphorochloridates the tosylate salt of (S)-2,3-dihydro-1H-inden-2-yl 2-aminopropanoate (2.00 g, 5.30 mmol), naphthalen-1-yl phosphorodichloridate (1.38 g, 5.30 mmol) and TEA (1.48 mL, 10.60 mmol) in 30 mL of dry DCM, were combined to give (2S)-2,3-dihydro-1H-inden-2-yl 2-(chloro(naphthalen-1-yloxy)phosphorylamino)propanoate in 65% yield (1.48 g), as a yellow, thick oil. Starting materials: ClC1=C(C=CC(=C1C)Cl)C1=CC=CC=C1 (2,4-dichloro-3-methyl[1,1'-biphenyl]), BrN1C(CCC1=O)=O (N-bromosuccinimide). The solvent is C(Cl)(Cl)(Cl)Cl (carbon tetrachloride). Yields the product BrCC=1C(=C(C=CC1Cl)C1=CC=CC=C1)Cl (3-bromomethyl-2,4-dichloro[1,1'-biphenyl]). The yield is 99.1%. RXN SMILES: [Cl:1][C:2]1[C:7]([CH3:8])=[C:6]([Cl:9])[CH:5]=[CH:4][C:3]=1[C:10]1[CH:15]=[CH:14][CH:13]=[CH:12][CH:11]=1.[Br:16]N1C(=O)CCC1=O>C(Cl)(Cl)(Cl)Cl>[Br:16][CH2:8][C:7]1[C:2]([Cl:1])=[C:3]([C:10]2[CH:11]=[CH:12][CH:13]=[CH:14][CH:15]=2)[CH:4]=[CH:5][C:6]=1[Cl:9]. Procedure details: A stirred solution of 10.6 g (0.045 mole) of 2,4-dichloro-3-methyl[1,1'-biphenyl] and 8.0 g (0.045 mole) of N-bromosuccinimide in 100 ml of carbon tetrachloride was irradiated with a 250 watt infra-red lamp for 4 hours. The reaction mixture was allowed to reflux from the heat of the lamp during the 4 hour period. The reaction mixture was filtered and the filter cake was washed with one portion of 100 ml of carbon tetrachloride. The wash and filtrate were combined and washed with one portion of a... Starting materials: [Br-], C=C[Mg+], Cl, CON(C)C(=O)C(CC1CCOCC1)c1ccc(SC)c(F)c1, C1CCOC1. Yields the product C=CC(=O)C(CC1CCOCC1)c1ccc(SC)c(F)c1. Reaction SMILES: [Br-:24].[CH:25](=[CH2:26])[Mg+:27].[ClH:28].[F:1][c:2]1[cH:3][c:4]([CH:10]([C:11](=[O:12])[N:13]([O:14][CH3:15])[CH3:16])[CH2:17][CH:18]2[CH2:19][CH2:20][O:21][CH2:22][CH2:23]2)[cH:5][cH:6][c:7]1[S:8][CH3:9].[O:29]1[CH2:30][CH2:31][CH2:32][CH2:33]1>>[F:1][c:2]1[cH:3][c:4]([CH:10]([C:11](=[O:12])[CH:25]=[CH2:26])[CH2:17][CH:18]2[CH2:19][CH2:20][O:21][CH2:22][CH2:23]2)[cH:5][cH:6][c:7]1[S:8][CH3:9].